This data is from the Open Reaction Database (ORD), a public repository of structured organic reaction records. The task is: describe an organic reaction: reactants, conditions, products, and yield Starting materials: ON1C(C=2C(C1=O)=CC=CC2)=O (N-Hydroxyphthalimide), ICC(=O)O (iodoacetic acid), C1CCC(CC1)N=C=NC2CCCCC2 (DCC). Solvent: CCOC(=O)C (EtOAc). Run at time 5 hour. Product: ICC(=O)ON1C(C=2C(C1=O)=CC=CC2)=O (N-Iodoacetoxyphthalimide). The yield is 74.6%. Reaction SMILES: [OH:1][N:2]1[C:6](=[O:7])[C:5]2=[CH:8][CH:9]=[CH:10][CH:11]=[C:4]2[C:3]1=[O:12].[I:13][CH2:14][C:15](O)=[O:16].C1CCC(N=C=NC2CCCCC2)CC1>CCOC(C)=O>[I:13][CH2:14][C:15]([O:1][N:2]1[C:3](=[O:12])[C:4]2=[CH:11][CH:10]=[CH:9][CH:8]=[C:5]2[C:6]1=[O:7])=[O:16]. Reported procedure: N-Hydroxyphthalimide (1.4 g, 8.7 mmol), iodoacetic acid (1.6 g, 8.7 mmol) and DCC (1.7 g, 8.7 mmol) were added to dry EtOAc (250 mL), and the mixture was stirred for 5 hours at room temperature. The reaction mixture was then filtered, the filtrate was dried, and the residue was crystallized from ethanol to give a white solid (2.15 g, 75%), m.p. 120° C. Reactants: [Al+3], C1CCOC1, [H-], [H-], [H-], [H-], [Li+], CC(C)(C)OC(=O)N1CCC(C)(C)c2ccc(N)cc21. Yields the product CN1CCC(C)(C)c2ccc(N)cc21. RXN SMILES: [Al+3:22].[CH2:27]1[O:28][CH2:29][CH2:30][CH2:31]1.[H-:21].[H-:24].[H-:25].[H-:26].[Li+:23].[NH2:1][c:2]1[cH:3][cH:4][c:5]2[c:10]([cH:11]1)[N:9]([C:12]([O:13][C:14]([CH3:15])([CH3:16])[CH3:17])=[O:18])[CH2:8][CH2:7][C:6]2([CH3:19])[CH3:20]>>[NH2:1][c:2]1[cH:3][cH:4][c:5]2[c:10]([cH:11]1)[N:9]([CH3:12])[CH2:8][CH2:7][C:6]2([CH3:19])[CH3:20]. Reactants: N[C@@H](C)C(=O)N1[C@@H](CC2CCCCC12)C(=O)O (1-[(S)-alanyl]octahydroindole-2(S)-carboxylic acid), N1C=C(C2=CC=CC=C12)CC(C(=O)OCC)=O (ethyl indole-3-pyruvate), C(#N)[BH3-].[Na+] (sodium cyanoborohydride). Product: C(=O)(OCC)C(CC1=CNC2=CC=CC=C12)N[C@@H](C)C(=O)N1[C@@H](CC2CCCCC12)C(=O)O (1-{N-[1-Carboethoxy-2-(3-indolyl)ethyl]-(S)-alanyl}octahydroindole-2(S) -carboxylic acid). RXN SMILES: [NH2:1][C@H:2]([C:4]([N:6]1[CH:14]2[CH:9]([CH2:10][CH2:11][CH2:12][CH2:13]2)[CH2:8][C@H:7]1[C:15]([OH:17])=[O:16])=[O:5])[CH3:3].[NH:18]1[C:26]2[C:21](=[CH:22][CH:23]=[CH:24][CH:25]=2)[C:20]([CH2:27][C:28](=O)[C:29]([O:31][CH2:32][CH3:33])=[O:30])=[CH:19]1.C([BH3-])#N.[Na+]>>[C:29]([CH:28]([NH:1][C@H:2]([C:4]([N:6]1[CH:14]2[CH:9]([CH2:10][CH2:11][CH2:12][CH2:13]2)[CH2:8][C@H:7]1[C:15]([OH:17])=[O:16])=[O:5])[CH3:3])[CH2:27][C:20]1[C:21]2[C:26](=[CH:25][CH:24]=[CH:23][CH:22]=2)[NH:18][CH:19]=1)([O:31][CH2:32][CH3:33])=[O:30] |f:2.3|. Procedure: As described in Example 1, react 1-[(S)-alanyl]octahydroindole-2(S)-carboxylic acid and ethyl indole-3-pyruvate with sodium cyanoborohydride to obtain the title compound. Reactants: CC(C)([O-])C.[K+] (potassium tert-butoxide), C(#N)C=1C=C(C=O)C=CC1 (3-cyanobenzaldehyde), [I-].C(C)(C)[P+](C1=CC=CC=C1)(C1=CC=CC=C1)C1=CC=CC=C1 (isopropyltriphenylphosphonium iodide), Cl (hydrochloric acid). Run in O1CCCC1 (tetrahydrofuran), O1CCCC1 (tetrahydrofuran), O1CCCC1 (tetrahydrofuran), C(C)(=O)OCC (ethyl acetate). Reaction conditions: time 30 minute. Product: CC(=CC=1C=C(C#N)C=CC1)C (3-(2-methyl-1-propenyl)benzonitrile). The yield is 70.2%. RXN SMILES: [I-].C([P+](C1C=CC=CC=1)(C1C=CC=CC=1)C1C=CC=CC=1)(C)C.[CH3:24][C:25]([CH3:28])([O-])[CH3:26].[K+].[C:30]([C:32]1[CH:33]=[C:34]([CH:37]=[CH:38][CH:39]=1)C=O)#[N:31].Cl>O1CCCC1.C(OCC)(=O)C>[CH3:24][C:25]([CH3:28])=[CH:26][C:38]1[CH:39]=[C:32]([CH:33]=[CH:34][CH:37]=1)[C:30]#[N:31] |f:0.1,2.3|. Procedure: To a suspension of isopropyltriphenylphosphonium iodide (24.7 g) in tetrahydrofuran (100 ml) was added a solution of potassium tert-butoxide (7.71 g) in tetrahydrofuran (50 ml) at 25° C. over 20 minutes, and the mixture was stirred for 30 minutes at the same temperature. A solution of 3-cyanobenzaldehyde (5.0 g) in tetrahydrofuran (50 ml) was added at 0° C. over 20 minutes, and the mixture was stirred at 25° C. for 1 hour. The mixture was poured into a mixture of ethyl acetate and 1N hydrochlori... The reactants are BrC=1C=CC(=C(C1)C1(CCC(CC1)NS(=O)(=O)C(F)(F)F)S(=O)(=O)C=1C=NC(=CC1)C(F)(F)F)F (trifluoromethanesulfonic acid, N-[4-(5-bromo-2-fluorophenyl)-4-(6-trifluoromethyl-pyridine-3-sulfonyl)-cyclohexyl]-amide), [Cu](C#N)C#N (copper cyanide), CN(C=O)C (dimethylformamide). Reagents/catalysts: N1=CC=CC=C1 (pyridine). Run in C(C)(=O)OCC (ethyl acetate), O (water). Reaction conditions: temperature 180 celsius. Yields the product C(#N)C=1C=CC(=C(C1)C1(CCC(CC1)NS(=O)(=O)C(F)(F)F)S(=O)(=O)C=1C=NC(=CC1)C(F)(F)F)F (trifluoromethanesulfonic acid, N-[4-(5-cyano-2-fluorophenyl)-4-(6-trifluoromethyl-pyridine-3-sulfonyl)-cyclohexyl]-amide). The yield is 66.0%. As a reaction SMILES: Br[C:2]1[CH:3]=[CH:4][C:5]([F:35])=[C:6]([C:8]2([S:22]([C:25]3[CH:26]=[N:27][C:28]([C:31]([F:34])([F:33])[F:32])=[CH:29][CH:30]=3)(=[O:24])=[O:23])[CH2:13][CH2:12][CH:11]([NH:14][S:15]([C:18]([F:21])([F:20])[F:19])(=[O:17])=[O:16])[CH2:10][CH2:9]2)[CH:7]=1.[Cu](C#N)[C:37]#[N:38].CN(C)C=O>N1C=CC=CC=1.C(OCC)(=O)C.O>[C:37]([C:2]1[CH:3]=[CH:4][C:5]([F:35])=[C:6]([C:8]2([S:22]([C:25]3[CH:26]=[N:27][C:28]([C:31]([F:33])([F:34])[F:32])=[CH:29][CH:30]=3)(=[O:24])=[O:23])[CH2:13][CH2:12][CH:11]([NH:14][S:15]([C:18]([F:20])([F:19])[F:21])(=[O:17])=[O:16])[CH2:10][CH2:9]2)[CH:7]=1)#[N:38]. Reported procedure: A solution of the compound prepared in Example 75 (45 mg) was treated with copper cyanide (4 equivalents), pyridine (1 drop) and dimethylformamide (3 ml) and heated at 180° C. overnight. The reaction was diluted with ethyl acetate and water and filtered. The organic layer of the filtrate was washed with water and brine and dried, filtered and evaporated in vacuo. Purification by column chromatography gave the nitrile (27 mg, 66%). M/Z=559 (MH+).